Dataset: the Open Reaction Database (ORD), a public repository of structured organic reaction records. Task: describe an organic reaction: reactants, conditions, products, and yield Reactants: C=CC(O)(c1ccc(Cl)cc1)c1cccnc1, [Na+], [OH-], O=S(=O)(O)O. Yields the product OCC=C(c1ccc(Cl)cc1)c1cccnc1. Reaction SMILES: [Cl:1][c:2]1[cH:3][cH:4][c:5]([C:8]([CH:9]=[CH2:10])([OH:11])[c:12]2[cH:13][n:14][cH:15][cH:16][cH:17]2)[cH:6][cH:7]1.[Na+:19].[OH-:18].[S:20](=[O:21])(=[O:22])([OH:23])[OH:24]>>[Cl:1][c:2]1[cH:3][cH:4][c:5]([C:8](=[CH:9][CH2:10][OH:18])[c:12]2[cH:13][n:14][cH:15][cH:16][cH:17]2)[cH:6][cH:7]1. Reactants: ClC(C(=O)O)Cl (dichloroacetic acid), ClC1=CC(=C(C=C1)C(O)(C1=CC=CC=C1)C)O (4-chloro-2-hydroxy-α-methyl-α-phenyl benzene methanol), [H-].[Na+] (sodium hydride), oil, [OH-].[Na+] (sodium hydroxide). Run in O1CCOCC1 (dioxane), O1CCOCC1 (dioxane), O1CCOCC1 (dioxane). Conditions: temperature 95 celsius. The product is ClC=1C=CC2=C(OC(OC2(C2=CC=CC=C2)C)C(=O)O)C1 (7-chloro-4-methyl-4-phenyl-[4H]-1,3-benzodioxin-2-carboxylic acid). Isolated yield 109.4%. RXN SMILES: [H-].[Na+].Cl[CH:4](Cl)[C:5]([OH:7])=[O:6].[Cl:9][C:10]1[CH:15]=[CH:14][C:13]([C:16]([CH3:24])([C:18]2[CH:23]=[CH:22][CH:21]=[CH:20][CH:19]=2)[OH:17])=[C:12]([OH:25])[CH:11]=1.[OH-].[Na+]>O1CCOCC1>[Cl:9][C:10]1[CH:15]=[CH:14][C:13]2[C:16]([CH3:24])([C:18]3[CH:23]=[CH:22][CH:21]=[CH:20][CH:19]=3)[O:17][CH:4]([C:5]([OH:7])=[O:6])[O:25][C:12]=2[CH:11]=1 |f:0.1,4.5|. Procedure details: A mixture of 9.85 g of sodium hydride as a 50% oil suspension, 100 ml of dioxane, 0.73 g of dibenzo-18-courone-6 was stirred and a solution of 11.31 g of dichloroacetic acid in 120 ml of dioxane was added thereto at room temperature with stirring. Then, a solution of 14.550 g of 4-chloro-2-hydroxy-α-methyl-α-phenyl benzene methanol in 200 ml dioxane was added thereto dropwise and the mixture was then refluxed for 6 hours at 95° C. and then returned to room temperature. The reaction mixture was p... Procedure details: The title compound was synthesized from tert-butyl 4-(1-(5-cyanobenzo[d]oxazol-2-yl)-2,2,2-trifluoro-1-hydroxyethyl)-5-methoxy-7-methyl-1H-indole-1-carboxylate (Example 128-A) and methyl 2-bromoacetate following Example 109-A. MS (ESI+) m/z 574.3 (M+H). Yields the product C(#N)C=1C=CC2=C(N=C(O2)C(C(F)(F)F)(OCC(=O)OC)C2=C3C=CN(C3=C(C=C2OC)C)C(=O)OC(C)(C)C)C1 ((±)-tert-Butyl 4-(1-(5-cyanobenzo[d]oxazol-2-yl)-2,2,2-trifluoro-1-(2-methoxy-2-oxoethoxy)ethyl)-5-methoxy-7-methyl-1H-indole-1-carboxylate). Starting materials: C(#N)C=1C=CC2=C(N=C(O2)C(C(F)(F)F)(O)C2=C3C=CN(C3=C(C=C2OC)C)C(=O)OC(C)(C)C)C1 (tert-butyl 4-(1-(5-cyanobenzo[d]oxazol-2-yl)-2,2,2-trifluoro-1-hydroxyethyl)-5-methoxy-7-methyl-1H-indole-1-carboxylate), BrCC(=O)OC (methyl 2-bromoacetate). Reaction SMILES: [C:1]([C:3]1[CH:4]=[CH:5][C:6]2[O:10][C:9]([C:11]([C:17]3[C:25]([O:26][CH3:27])=[CH:24][C:23]([CH3:28])=[C:22]4[C:18]=3[CH:19]=[CH:20][N:21]4[C:29]([O:31][C:32]([CH3:35])([CH3:34])[CH3:33])=[O:30])([OH:16])[C:12]([F:15])([F:14])[F:13])=[N:8][C:7]=2[CH:36]=1)#[N:2].Br[CH2:38][C:39]([O:41][CH3:42])=[O:40]>>[C:1]([C:3]1[CH:4]=[CH:5][C:6]2[O:10][C:9]([C:11]([C:17]3[C:25]([O:26][CH3:27])=[CH:24][C:23]([CH3:28])=[C:22]4[C:18]=3[CH:19]=[CH:20][N:21]4[C:29]([O:31][C:32]([CH3:33])([CH3:35])[CH3:34])=[O:30])([O:16][CH2:38][C:39]([O:41][CH3:42])=[O:40])[C:12]([F:14])([F:13])[F:15])=[N:8][C:7]=2[CH:36]=1)#[N:2]. Reactants: CC(C)(C)OC(=O)NCC#Cc1cccc(Nc2ncc3c(n2)-c2ccc(Cl)cc2NC(=O)C3)c1, C#CCNC(=O)OC(C)(C)C. Product: NCC#Cc1cccc(Nc2ncc3c(n2)-c2ccc(Cl)cc2NC(=O)C3)c1. As a reaction SMILES: [C:12]([O:13][C:14](=[O:15])[NH:18][CH2:19][C:20]#[C:21][c:22]1[cH:23][c:24]([NH:28][c:29]2[n:30][cH:31][c:32]3[c:33]([n:45]2)-[c:34]2[c:35]([cH:40][c:41]([Cl:44])[cH:42][cH:43]2)[NH:36][C:37](=[O:39])[CH2:38]3)[cH:25][cH:26][cH:27]1)([CH3:16])([CH3:17])[CH3:46].[CH2:1]([NH:2][C:3](=[O:4])[O:5][C:6]([CH3:7])([CH3:8])[CH3:9])[C:10]#[CH:11]>>[NH2:18][CH2:19][C:20]#[C:21][c:22]1[cH:23][c:24]([NH:28][c:29]2[n:30][cH:31][c:32]3[c:33]([n:45]2)-[c:34]2[c:35]([cH:40][c:41]([Cl:44])[cH:42][cH:43]2)[NH:36][C:37](=[O:39])[CH2:38]3)[cH:25][cH:26][cH:27]1. Starting materials: [H][H] (hydrogen), CC=1N(C=CN1)CC1CCC=2NC3=CC=CC=C3C2C1=O (1,2,3,9-tetrahydro-3-[(2-methyl-1H-imidazol-1-yl)methyl]-4H-carbazol-4-one), [H-].[Na+] (sodium hydride), oil, C(C)(=O)Cl (acetyl chloride). Solvent: CN(C=O)C (dimethylformamide), C([O-])(O)=O.[Na+] (sodium bicarbonate). Reaction conditions: time 1 hour. Yields the product C(C)(=O)N1C2=CC=CC=C2C=2C(C(CCC12)CN1C(=NC=C1)C)=O (9-Acetyl-1,2,3,9-tetrahydro-3-[(2-methyl-1H-imidazol-1-yl)methyl]-4H-carbazol-4-one). Isolated yield 43.5%. As a reaction SMILES: [CH3:1][C:2]1[N:3]([CH2:7][CH:8]2[C:20](=[O:21])[C:19]3[C:18]4[C:13](=[CH:14][CH:15]=[CH:16][CH:17]=4)[NH:12][C:11]=3[CH2:10][CH2:9]2)[CH:4]=[CH:5][N:6]=1.[H-].[Na+].[H][H].[C:26](Cl)(=[O:28])[CH3:27]>CN(C)C=O.C(=O)(O)[O-].[Na+]>[C:26]([N:12]1[C:11]2[CH2:10][CH2:9][CH:8]([CH2:7][N:3]3[CH:4]=[CH:5][N:6]=[C:2]3[CH3:1])[C:20](=[O:21])[C:19]=2[C:18]2[C:13]1=[CH:14][CH:15]=[CH:16][CH:17]=2)(=[O:28])[CH3:27] |f:1.2,6.7|. Procedure details: A mixture of 1,2,3,9-tetrahydro-3-[(2-methyl-1H-imidazol-1-yl)methyl]-4H-carbazol-4-one (0.5 g) and 80% sodium hydride dispersion in mineral oil (0.07 g) in dry dimethylformamide (10 ml) was stirred under nitrogen until hydrogen evolution had ceased (ca. 0.5 h). The mixture was cooled to 0° and acetyl chloride (0.18 g) was added. The mixture was stirred at 0° for 1 h, diluted with 8% aqueous sodium bicarbonate (50 ml) and extracted with dichloromethane (2×50 ml). The dried (Na2SO4) extracts were...